From a dataset of the Open Reaction Database (ORD), a public repository of structured organic reaction records. describe an organic reaction: reactants, conditions, products, and yield Reactants: ClCCN1CCOCC1 (4-(2-chloroethyl)morpholine), Cl (HCl), C(C1=CC=CC=C1)OC1=CC(N(C=C1)C=1C=C2C=NN(C2=CC1)C[C@@H]1N(CCC1)C(=O)OC(C)(C)C)=O ((R)-tert-butyl 2-((5-(4-(benzyloxy)-2-oxopyridin-1(2H)-yl)-1H-indazol-1-yl)methyl)pyrrolidine-1-carboxylate), compound, FC(C(=O)O)(F)F (trifluoroacetic acid). The solvent is C(C)(=O)OCC (ethyl acetate), CCOCC (Et2O), CCOC(=O)C (EtOAc), C(Cl)Cl (CH2Cl2). Run at time 16 hour. The product is Cl.C(C1=CC=CC=C1)OC1=CC(N(C=C1)C=1C=C2C=NN(C2=CC1)C[C@@H]1NCCC1)=O ((R)-4-(Benzyloxy)-1-(1-(pyrrolidin-2-ylmethyl)-1H-indazol-5-yl)pyridin-2(1H)-one hydrochloride). Isolated yield 77.0%. RXN SMILES: [Cl:1]CCN1CCOCC1.[CH2:10]([O:17][C:18]1[CH:23]=[CH:22][N:21]([C:24]2[CH:25]=[C:26]3[C:30](=[CH:31][CH:32]=2)[N:29]([CH2:33][C@H:34]2[CH2:38][CH2:37][CH2:36][N:35]2C(OC(C)(C)C)=O)[N:28]=[CH:27]3)[C:20](=[O:46])[CH:19]=1)[C:11]1[CH:16]=[CH:15][CH:14]=[CH:13][CH:12]=1.FC(F)(F)C(O)=O.Cl>C(Cl)Cl.CCOC(C)=O.CCOCC>[ClH:1].[CH2:10]([O:17][C:18]1[CH:23]=[CH:22][N:21]([C:24]2[CH:25]=[C:26]3[C:30](=[CH:31][CH:32]=2)[N:29]([CH2:33][C@H:34]2[CH2:38][CH2:37][CH2:36][NH:35]2)[N:28]=[CH:27]3)[C:20](=[O:46])[CH:19]=1)[C:11]1[CH:16]=[CH:15][CH:14]=[CH:13][CH:12]=1 |f:7.8|. Reported procedure: Following the procedure of Example 2, but substituting (R)-tert-butyl 2-(bromomethyl)pyrrolidine-1-carboxylate for 4-(2-chloroethyl)morpholine, (R)-tert-butyl 2-((5-(4-(benzyloxy)-2-oxopyridin-1(2H)-yl)-1H-indazol-1-yl)methyl)pyrrolidine-1-carboxylate (22 mg, 8%) was prepared as a yellow powder. A solution of this compound (22 mg, 0.044 mmol) in CH2Cl2 (2 mL) was treated with trifluoroacetic acid (25 mg, 0.22 mmol). After stirring at room temperature for 16 h, the reaction mixture was diluted wi... Reactants: C=1C=CC(=CC1)CCCN2CCN(CC2)CCOC(C=3C=CC(=CC3)F)C=4C=CC(=CC4)F (GBR-12909), CC(=O)O[C@H]1[C@H]([C@@H]2[C@]([C@H](CCC2(C)C)O)([C@@]3([C@@]1(O[C@@](CC3=O)(C)C=C)C)O)C)O (Forskolin). Reaction conditions: temperature 37 celsius, time 1 hour. The product is NCCC1=CC(O)=C(O)C=C1 (Dopamine). Reaction SMILES: C1C=CC(CCC[N:10]2CCN(CCOC(C3C=CC(F)=CC=3)C3C=CC(F)=CC=3)CC2)=CC=1.CC([O:37][C@@H:38]1[C@@:50]2(C)[O:51][C@](C=C)(C)CC(=O)[C@:49]2(O)[C@@:41]2(C)[C@@H](O)C[CH2:44][C:45](C)(C)[C@@H:40]2[C@@H:39]1O)=O>>[NH2:10][CH2:44][CH2:45][C:40]1[CH:41]=[CH:49][C:50]([OH:51])=[C:38]([OH:37])[CH:39]=1. Reported procedure: [3H]DA uptake was measured in cultures at day 7, and all the solutions were maintained at 37° C. The growth medium was removed, and the cultures were rinsed twice with 0.25 ml of uptake buffer, which consists of HBSS (Gibco 11201-092) supplemented with 28 mM glucose, 15 mM HEPES, 1 mM ascorbic acid (an antioxidant), and 0.5 nM pargyline (a monoamine oxidase inhibitor). The cultures were then incubated with 0.25 ml of fresh uptake buffer containing 50 nM [3H]DA (NEN/DuPont) for 20 min at 37° C. [... Reactants: ( a ), ( b ), Nafion, [OH-].[Na+] (sodium hydroxide), C1(C=CC=C2C3=CC=CC=C3C=C12)=O (fluorenone), CC1=C(C=CC=C1)O (2-methyl phenol), C1(C=CC=C2C3=CC=CC=C3C=C12)=O (fluorenone). The reagents and catalysts are C(CCCCCCCCCCC)S (dodecyl mercaptan). Reaction conditions: temperature 80 celsius. The product is OC1=C(C=C(C=C1)C1(C2=CC=CC=C2C=2C=CC=CC12)C1=CC(=C(C=C1)O)C)C (9,9-bis(4-hydroxy-3-methylphenyl)fluorene). The yield is 813.8%. As a reaction SMILES: [C:1]1(=O)[C:13]2[C:5]([C:6]3[C:11]([CH:12]=2)=[CH:10][CH:9]=[CH:8][CH:7]=3)=[CH:4][CH:3]=[CH:2]1.[CH3:15][C:16]1[CH:21]=[CH:20][CH:19]=[CH:18][C:17]=1[OH:22].[OH-:23].[Na+]>C(S)CCCCCCCCCCC>[OH:22][C:17]1[CH:18]=[CH:19][C:20]([C:13]2([C:1]3[CH:2]=[CH:3][C:6]([OH:23])=[C:5]([CH3:13])[CH:4]=3)[C:5]3[CH:4]=[CH:9][CH:8]=[CH:7][C:6]=3[C:11]3[C:12]2=[CH:1][CH:2]=[CH:3][CH:10]=3)=[CH:21][C:16]=1[CH3:15] |f:2.3|. Procedure details: A reaction was carried out by (a) feeding 23.0 g of fluorenone, 0.4 g of dodecyl mercaptan, 276.0 g of 2-methyl phenol, and 17.5 g of Nafion (registered trademark) NR50 (perfluorosulfonic acid cation-exchange resin manufactured by DuPont) into a 500 ml glass reactor vessel equipped with a stirrer, a condenser and a thermometer, and (b) stirring a mixture at 95° C. for 8 hours. The amount of remaining fluorenone was determined by HPLC, and found to be 0.1% or less. The ion exchange resin was remo... The reactants are O=C([O-])O, CN(C)C, Cl, N#C[K], [Na+], CN(C)C=O, O, O=C1C=C(c2ccccc2)CCC1. Yields the product N#CC1(c2ccccc2)CCCC(=O)C1. As a reaction SMILES: [C:22](=[O:23])([OH:24])[O-:25].[CH3:18][N:19]([CH3:20])[CH3:21].[ClH:17].[K:14][C:15]#[N:16].[Na+:26].[O:28]=[CH:29][N:30]([CH3:31])[CH3:32].[OH2:27].[c:1]1([C:7]2=[CH:8][C:9](=[O:13])[CH2:10][CH2:11][CH2:12]2)[cH:2][cH:3][cH:4][cH:5][cH:6]1>>[c:1]1([C:7]2([C:15]#[N:16])[CH2:8][C:9](=[O:13])[CH2:10][CH2:11][CH2:12]2)[cH:2][cH:3][cH:4][cH:5][cH:6]1.